Dataset: the Open Reaction Database (ORD), a public repository of structured organic reaction records. Task: describe an organic reaction: reactants, conditions, products, and yield The reactants are C(CCC)OC1=CC=C(C=C1)S(=O)(=O)Cl (4-butoxybezenesulfonyl chloride), Cl.O.N1CCC(CC1)=O (4-piperidone monohydrate hydrochloride), Intermediate 22. Product: C(CCC)OC1=CC=C(C=C1)S(=O)(=O)N1CCC(CC1)=O (1-(4-Butoxy-benzenesulfonyl)-piperidin-4-one). Reaction SMILES: [CH2:1]([O:5][C:6]1[CH:11]=[CH:10][C:9]([S:12](Cl)(=[O:14])=[O:13])=[CH:8][CH:7]=1)[CH2:2][CH2:3][CH3:4].Cl.O.[NH:18]1[CH2:23][CH2:22][C:21](=[O:24])[CH2:20][CH2:19]1>>[CH2:1]([O:5][C:6]1[CH:11]=[CH:10][C:9]([S:12]([N:18]2[CH2:23][CH2:22][C:21](=[O:24])[CH2:20][CH2:19]2)(=[O:14])=[O:13])=[CH:8][CH:7]=1)[CH2:2][CH2:3][CH3:4] |f:1.2.3|. Procedure: The title compound was prepared from 4-butoxybezenesulfonyl chloride and 4-piperidone monohydrate hydrochloride according to the procedure of Intermediate 22 as an off-white solid; 1H NMR (CDCl3) δ 0.98 (t, J=7.38 Hz, 3H), 1.44-1.54 (m, 4H), 1.75-1.84 (m, 4H), 2.54 (t, J=6.24 Hz, 2H), 3.37 (t, J=6.18 Hz, 2H), 4.02 (t, J=6.48 Hz, 2H), 6.99 (dt, J=2.91 Hz, 4.77 Hz, 2H), 7.72(dt, J=2.91 Hz, 4.86 Hz, 2H); MS (ES) m/z 311.9 (MH+); HRMS for C15H21NO4S: 311.1196; Anal. Calcd. for C15H21NO4S: C, 57.86; ... The reactants are CC(OCc1ccccc1)C(COCC(=O)OC(C)(C)C)NC(=O)C(C)(C)C, ClCCl, O=C(O)C(F)(F)F. Product: CC(OCc1ccccc1)C1COCC(=O)N1. As a reaction SMILES: [C:1]([O:2][C:3](=[O:4])[CH2:5][O:8][CH2:9][CH:10]([CH:11]([CH3:12])[O:13][CH2:14][c:15]1[cH:16][cH:17][cH:18][cH:19][cH:20]1)[NH:21][C:22](=[O:23])[C:24]([CH3:6])([CH3:7])[CH3:25])([CH3:26])([CH3:27])[CH3:28].[Cl:36][CH2:37][Cl:38].[OH:29][C:30]([C:31]([F:32])([F:33])[F:34])=[O:35]>>[O:8]1[CH2:9][CH:10]([CH:11]([CH3:12])[O:13][CH2:14][c:15]2[cH:16][cH:17][cH:18][cH:19][cH:20]2)[NH:21][C:22](=[O:23])[CH2:24]1.